Dataset: the Open Reaction Database (ORD), a public repository of structured organic reaction records. Task: describe an organic reaction: reactants, conditions, products, and yield The reactants are ClC1=C(CN(CC(=O)OC(C)(C)C)C)C=CC(=C1)C(N)=NO (tert-butyl 2-((2-chloro-4-(N′-hydroxycarbamimidoyl)benzyl)(methyl)amino)acetate), COCC1=C(C=CC(=C1)C(=O)O)C1=C(C=CC=C1)C (2-(methoxymethyl)-2′-methyl biphenyl-4-carboxylic acid), C(CCl)Cl (EDC). Run in N1=CC=CC=C1 (pyridine), C(C)#N (ACN). Reaction conditions: time 18 hour. The product is ClC1=C(CN(CC(=O)OC(C)(C)C)C)C=CC(=C1)C1=NOC(=N1)C1=CC(=C(C=C1)C1=C(C=CC=C1)C)COC (tert-butyl 2-((2-chloro-4-(5-(2-(methoxymethyl)-2′-methylbiphenyl-4-yl)-1,2,4-oxadiazol-3-yl)benzyl)(methyl)amino)acetate). As a reaction SMILES: [Cl:1][C:2]1[CH:18]=[C:17]([C:19](=[N:21][OH:22])[NH2:20])[CH:16]=[CH:15][C:3]=1[CH2:4][N:5]([CH3:14])[CH2:6][C:7]([O:9][C:10]([CH3:13])([CH3:12])[CH3:11])=[O:8].[CH3:23][O:24][CH2:25][C:26]1[CH:31]=[C:30]([C:32](O)=O)[CH:29]=[CH:28][C:27]=1[C:35]1[CH:40]=[CH:39][CH:38]=[CH:37][C:36]=1[CH3:41].C(Cl)CCl>C(#N)C.N1C=CC=CC=1>[Cl:1][C:2]1[CH:18]=[C:17]([C:19]2[N:20]=[C:32]([C:30]3[CH:29]=[CH:28][C:27]([C:35]4[CH:40]=[CH:39][CH:38]=[CH:37][C:36]=4[CH3:41])=[C:26]([CH2:25][O:24][CH3:23])[CH:31]=3)[O:22][N:21]=2)[CH:16]=[CH:15][C:3]=1[CH2:4][N:5]([CH3:14])[CH2:6][C:7]([O:9][C:10]([CH3:11])([CH3:13])[CH3:12])=[O:8]. Procedure details: To a solution of Intermediate 75 (0.270 g, 0.83 mmol) and Intermediate 3 (0.192 g, 0.75 mmol) in ACN (2 mL) was added EDC (0.201 g, 1.05 mmol). The reaction mixture was stirred at room temperature for 18 hours. The reaction mixture was diluted with pyridine (2 mL) and heated at 150° C. under microwave irradiations for 45 minutes. The solvent was removed in vacuo and the residue dissolved in DCM. The mixture was washed with water and the organic phase passed through a hydrophobic frit. The solven... Reactants: O1CCCC=C1 (3,4-dihydro-2H-pyran), C1(=CC=C(C=C1)S(=O)(=O)[O-])C.[NH+]1=CC=CC=C1 (pyridinium-(toluene-4-sulfonate)), C(=O)(OC(C)(C)C)N1CCC(CC1)O (N-BOC-4-hydroxypiperidine). The solvent is C(Cl)Cl (methylene chloride). Product: C(=O)(OC(C)(C)C)N1CCC(CC1)OC1OCCCC1 (N-BOC-4-[(tetrahydropyran-2-yl)oxy]piperidine). RXN SMILES: [O:1]1[CH:6]=[CH:5][CH2:4][CH2:3][CH2:2]1.C1(C)C=CC(S([O-])(=O)=O)=CC=1.[NH+]1C=CC=CC=1.[C:24]([N:31]1[CH2:36][CH2:35][CH:34]([OH:37])[CH2:33][CH2:32]1)([O:26][C:27]([CH3:30])([CH3:29])[CH3:28])=[O:25]>C(Cl)Cl>[C:24]([N:31]1[CH2:36][CH2:35][CH:34]([O:37][CH:6]2[CH2:5][CH2:4][CH2:3][CH2:2][O:1]2)[CH2:33][CH2:32]1)([O:26][C:27]([CH3:30])([CH3:29])[CH3:28])=[O:25] |f:1.2|. Reported procedure: With stirring, 8.16 ml (0.09 mol) of 3,4-dihydro-2H-pyran and 1.5 g (0.006 mol) of pyridinium-(toluene-4-sulfonate) are added to a solution of 12.08 g (0.06 mol) of N-BOC-4-hydroxypiperidine (cf. EP 0 278 621) in 300 ml of methylene chloride. The reaction mixture is stirred for 2.5 hours at room temperature, then washed with 2×50 ml of brine:water (1:1) mixture, dried over sodium sulfate and concentrated under vacuum, giving the title compound in the form of a colourless oil; Rf =0.58 (silica ge...